Dataset: the Open Reaction Database (ORD), a public repository of structured organic reaction records. Task: describe an organic reaction: reactants, conditions, products, and yield The reactants are COC1=CC(=CC=C1)OC (1,3-Dimethoxybenzene), C(C)(=O)O (acetic acid), Br (hydrobromic acid). Solvent: O (water). Yields the product OC1=C(C=CC(=C1)O)C(C)=O (2',4'-dihydroxyacetophenone). Reaction SMILES: C[O:2][C:3]1[CH:8]=[CH:7][CH:6]=[C:5]([O:9]C)[CH:4]=1.[C:11](O)(=[O:13])[CH3:12].Br>O>[OH:9][C:5]1[CH:4]=[C:3]([OH:2])[CH:8]=[CH:7][C:6]=1[C:11](=[O:13])[CH3:12]. Reported procedure: 1,3-Dimethoxybenzene (8.00 g, 57.4 % mmol) was combined with acetic acid (500 ml) and 48% hydrobromic acid (300 ml). The solution was stirred and heated to reflux for five days. The reaction mixture was allowed to cool to room temperature then poured into water (500 ml). The aqueous solution was extracted with ether (500 ml, 2×) and concentrated in vacuo to a reddish brown oil. Chromatography by HPLC yielded a small amount of the title product uncontaminated by the resorcinol side product: